This data is from the Open Reaction Database (ORD), a public repository of structured organic reaction records. The task is: describe an organic reaction: reactants, conditions, products, and yield Starting materials: CCOP(=O)(CP(=O)(OCC)OCC)OCC, COc1cc(COc2nn(-c3ccccc3)cc2C=O)ccc1OCc1nc(-c2ccccc2)sc1C, CN(C)C=O, [H-], [Na+], O. Product: CCOP(=O)(C=Cc1cn(-c2ccccc2)nc1OCc1ccc(OCc2nc(-c3ccccc3)sc2C)c(OC)c1)OCC. As a reaction SMILES: [CH2:38]([P:39](=[O:40])([O:41][CH2:42][CH3:43])[O:44][CH2:45][CH3:46])[P:47]([O:48][CH2:49][CH3:50])([O:51][CH2:52][CH3:53])=[O:54].[CH3:1][O:2][c:3]1[cH:4][c:5]([CH2:6][O:7][c:8]2[n:9][n:10](-[c:15]3[cH:16][cH:17][cH:18][cH:19][cH:20]3)[cH:11][c:12]2[CH:13]=[O:14])[cH:21][cH:22][c:23]1[O:24][CH2:25][c:26]1[n:27][c:28](-[c:32]2[cH:33][cH:34][cH:35][cH:36][cH:37]2)[s:29][c:30]1[CH3:31].[CH3:55][N:56]([CH3:57])[CH:58]=[O:59].[H-:60].[Na+:61].[OH2:62]>>[CH3:1][O:2][c:3]1[cH:4][c:5]([CH2:6][O:7][c:8]2[n:9][n:10](-[c:15]3[cH:16][cH:17][cH:18][cH:19][cH:20]3)[cH:11][c:12]2[CH:13]=[CH:38][P:47]([O:48][CH2:49][CH3:50])([O:51][CH2:52][CH3:53])=[O:54])[cH:21][cH:22][c:23]1[O:24][CH2:25][c:26]1[n:27][c:28](-[c:32]2[cH:33][cH:34][cH:35][cH:36][cH:37]2)[s:29][c:30]1[CH3:31]. Reactants: [OH-].[Na+] (NaOH), Cl (HCl), ClC1=CC=C2C=C(N=CC2=C1)C=O (7-chloro-isoquinoline-3-carbaldehyde), CCO (EtOH). Reagents/catalysts: [N+](=O)([O-])[O-].[Ag+] (AgNO3). Solvent: O (H2O). Reaction conditions: temperature 0 celsius, time 10 minute. Product: ClC1=CC=C2C=C(N=CC2=C1)C(=O)O (7-Chloro-isoquinoline-3-carboxylic acid). As a reaction SMILES: [OH-].[Na+].[Cl:3][C:4]1[CH:13]=[C:12]2[C:7]([CH:8]=[C:9]([CH:14]=[O:15])[N:10]=[CH:11]2)=[CH:6][CH:5]=1.CC[OH:18].Cl>O.[N+]([O-])([O-])=O.[Ag+]>[Cl:3][C:4]1[CH:13]=[C:12]2[C:7]([CH:8]=[C:9]([C:14]([OH:18])=[O:15])[N:10]=[CH:11]2)=[CH:6][CH:5]=1 |f:0.1,6.7|. Reported procedure: To 4.5 mL of a 1N NaOH solution at 0° C. is added a solution of AgNO3 (0.31 g, 1.8 mmol) in 3 mL of H2O, followed by a solution of of 7-chloro-isoquinoline-3-carbaldehyde (0.25 g, 1.3 mmol) in 3 of EtOH. The solution is stirred at 0° C. for 10 minutes, then at room temp. For 3 hours. The solution is acidified to pH=3 with 1H HCl. The resulting solution is extracted with CHCl3. The organic layer is dried over MgSO4, filtered and concentrated to give the product as a white solid (0.2 g, 0.96 mmol)... Reactants: Cc1nn(C(C)(C)C)c(N)c1C#N, CCO, [K+], [OH-], O, OO. Yields the product Cc1nn(C(C)(C)C)c(N)c1C(N)=O. Reaction SMILES: [C:6]([CH3:7])([CH3:8])([CH3:9])[n:10]1[n:11][c:12]([CH3:18])[c:13]([C:16]#[N:17])[c:14]1[NH2:15].[CH3:19][CH2:20][OH:21].[K+:3].[OH-:2].[OH2:1].[OH:4][OH:5]>>[O:1]=[C:16]([c:13]1[c:12]([CH3:18])[n:11][n:10]([C:6]([CH3:7])([CH3:8])[CH3:9])[c:14]1[NH2:15])[NH2:17].